This data is from the Open Reaction Database (ORD), a public repository of structured organic reaction records. The task is: describe an organic reaction: reactants, conditions, products, and yield The reactants are solid, BrC1=CC(=CC=2C(=C3N(C12)CCNC3=O)C)C#N (6-bromo-10-methyl-1-oxo-1,2,3,4-tetrahydro-pyrazino[1,2-a]indole-8-carbonitrile), BrC1=CC(=CC=2C(=C3N(C12)CCNC3=O)C)C#N (6-bromo-10-methyl-1-oxo-1,2,3,4-tetrahydro-pyrazino[1,2-a]indole-8-carbonitrile), C(#N)C=1C=C(C=CC1)B(O)O (3-cyanophenylboronic acid). Product: C(#N)C=1C=C(C=CC1)C1=CC(=CC=2C(=C3N(C12)CCNC3=O)C)C#N (6-(3-Cyanophenyl)-10-methyl-1-oxo-3,4-dihydro-2H-pyrazino[1,2-a]indole-8-carbonitrile). As a reaction SMILES: Br[C:2]1[C:10]2[N:9]3[CH2:11][CH2:12][NH:13][C:14](=[O:15])[C:8]3=[C:7]([CH3:16])[C:6]=2[CH:5]=[C:4]([C:17]#[N:18])[CH:3]=1.[C:19]([C:21]1[CH:22]=[C:23](B(O)O)[CH:24]=[CH:25][CH:26]=1)#[N:20]>>[C:19]([C:21]1[CH:26]=[C:25]([C:2]2[C:10]3[N:9]4[CH2:11][CH2:12][NH:13][C:14](=[O:15])[C:8]4=[C:7]([CH3:16])[C:6]=3[CH:5]=[C:4]([C:17]#[N:18])[CH:3]=2)[CH:24]=[CH:23][CH:22]=1)#[N:20]. Procedure: The title compound, white solid (63 mg, 77%), MS (ISP) m/z=325.6 [(M+H)+], mp 266° C., was prepared in accordance with the general method of example 1 from 6-bromo-10-methyl-1-oxo-1,2,3,4-tetrahydro-pyrazino[1,2-a]indole-8-carbonitrile (intermediate 16) (76 mg, 0.25 mmol) and commercially available 3-cyanophenylboronic acid (47.8 mg, 0.325 mmol).